From a dataset of the Open Reaction Database (ORD), a public repository of structured organic reaction records. describe an organic reaction: reactants, conditions, products, and yield RXN SMILES: [F:1][C:2]([F:15])([F:14])[C:3]1[CH:8]=[CH:7][CH:6]=[CH:5][C:4]=1[CH2:9][CH2:10][C:11]([OH:13])=O.[Br:16][C:17]1[CH:18]=[CH:19][CH:20]=[C:21]2[C:30]=1[C:24]1([CH2:29][CH2:28][NH:27][CH2:26][CH2:25]1)[CH2:23][CH:22]2[CH2:31][C:32]([O:34][CH2:35][CH3:36])=[O:33]>>[Br:16][C:17]1[CH:18]=[CH:19][CH:20]=[C:21]2[C:30]=1[C:24]1([CH2:25][CH2:26][N:27]([C:11](=[O:13])[CH2:10][CH2:9][C:4]3[CH:5]=[CH:6][CH:7]=[CH:8][C:3]=3[C:2]([F:1])([F:15])[F:14])[CH2:28][CH2:29]1)[CH2:23][CH:22]2[CH2:31][C:32]([O:34][CH2:35][CH3:36])=[O:33]. Procedure details: The title compound was prepared following a procedure analogous to that described in Example 1 using 3-(2-(trifluoromethyl)phenyl)propanoic acid and ethyl 2-(7-bromo-2,3-dihydrospiro[indene-1,4′-piperidine]-3-yl)acetate. LC-MS Method 1 tR=2.27, min, m/z=554, 552 The reactants are FC(C1=C(C=CC=C1)CCC(=O)O)(F)F (3-(2-(trifluoromethyl)phenyl)propanoic acid), BrC=1C=CC=C2C(CC3(CCNCC3)C12)CC(=O)OCC (ethyl 2-(7-bromo-2,3-dihydrospiro[indene-1,4′-piperidine]-3-yl)acetate). Yields the product BrC=1C=CC=C2C(CC3(CCN(CC3)C(CCC3=C(C=CC=C3)C(F)(F)F)=O)C12)CC(=O)OCC (Ethyl 2-(7-bromo-1′-(3-(2-(trifluoromethyl)phenyl)propanoyl)-2,3-dihydrospiro[indene-1,4′-piperidine]-3-yl)acetate). Reactants: CC#N, [K+], [K+], NCCCCO, O=C([O-])[O-], O=C(Cl)c1nc2ccccc2s1. Product: O=C(NCCCCO)c1nc2ccccc2s1. RXN SMILES: [CH3:25][C:26]#[N:27].[K+:19].[K+:20].[NH2:13][CH2:14][CH2:15][CH2:16][CH2:17][OH:18].[O-:21][C:22]([O-:23])=[O:24].[s:1]1[c:2]([C:10](=[O:11])[Cl:12])[n:3][c:4]2[c:5]1[cH:6][cH:7][cH:8][cH:9]2>>[s:1]1[c:2]([C:10](=[O:11])[NH:13][CH2:14][CH2:15][CH2:16][CH2:17][OH:18])[n:3][c:4]2[c:5]1[cH:6][cH:7][cH:8][cH:9]2. Starting materials: O=C(OCc1ccccc1)N1CCCCC(CO)C1, ClCCl. As a reaction SMILES: [CH2:1]([c:2]1[cH:3][cH:4][cH:5][cH:6][cH:7]1)[O:8][C:9](=[O:10])[N:11]1[CH2:12][CH:13]([CH2:18][OH:19])[CH2:14][CH2:15][CH2:16][CH2:17]1.[Cl:20][CH2:21][Cl:22]>>[CH2:1]([c:2]1[cH:3][cH:4][cH:5][cH:6][cH:7]1)[O:8][C:9](=[O:10])[N:11]1[CH2:12][CH:13]([CH:18]=[O:19])[CH2:14][CH2:15][CH2:16][CH2:17]1. The product is O=CC1CCCCN(C(=O)OCc2ccccc2)C1. Starting materials: [OH-].[Na+] (sodium hydroxide), C(CCCCCCCCC)OC1=CC=C(C=C1)C=1OC2=C(N1)C=C(C=C2)C(C)=O (2-(4-decyloxyphenyl)-5-acetylbenzooxazole), Br[O-].[Na+] (sodium hypobromite), Br(=O)(=O)O (bromic acid), Br[O-].[Na+] (sodium hypobromite), Cl(=O)(=O)O (chloric acid). Solvent: O (water), O (water), O1CCOCC1 (dioxane), O (water), O1CCOCC1 (dioxane). Reaction conditions: temperature -6.25 celsius. Yields the product C(CCCCCCCCC)OC1=CC=C(C=C1)C=1OC2=C(N1)C=C(C=C2)C(=O)O (2-(4-decyloxyphenyl)-5-carboxybenzooxazole). Yield: 75.0%. RXN SMILES: [OH-].[Na+].Br(O)(=O)=O.Br[O-].[Na+].[CH2:10]([O:20][C:21]1[CH:26]=[CH:25][C:24]([C:27]2[O:28][C:29]3[CH:35]=[CH:34][C:33]([C:36](=[O:38])C)=[CH:32][C:30]=3[N:31]=2)=[CH:23][CH:22]=1)[CH2:11][CH2:12][CH2:13][CH2:14][CH2:15][CH2:16][CH2:17][CH2:18][CH3:19].Cl(O)(=O)=[O:40]>O.O1CCOCC1>[CH2:10]([O:20][C:21]1[CH:26]=[CH:25][C:24]([C:27]2[O:28][C:29]3[CH:35]=[CH:34][C:33]([C:36]([OH:40])=[O:38])=[CH:32][C:30]=3[N:31]=2)=[CH:23][CH:22]=1)[CH2:11][CH2:12][CH2:13][CH2:14][CH2:15][CH2:16][CH2:17][CH2:18][CH3:19] |f:0.1,3.4|. Procedure details: Example Compound I-51 was synthesized through the following steps: ##STR88## 1.61 g (40.3 m mole) of sodium hydroxide was dissolved in 10.7 ml of water, followed by cooling at -7.5--5° C. on ice-common salt bath. To the solution, 0.66 ml (25.6 m mole) of bromic acid was added dropwise under stirring, followed by cooling at ca. -5° C. To the mixture solution, 4.2 ml of dioxane was added dropwise under stirring to prepare sodium hypobromite solution. In a 200 ml three-neck flask, 1.50 g (3.81 m mo... Reactants: C(C=C)(=O)O (acrylic acid), C(C)(C)(C)C1=CC(=CC(=C1O)C(C)(C)C)C (2,6-di-tert. butyl-p-cresol), C(C=C)(=O)O (acrylic acid). Product: C(C=C)(=O)OCC(COC1=CC=CC=C1)O (3-Phenoxy-2-hydroxypropyl acrylate). RXN SMILES: [C:1]([OH:5])(=[O:4])[CH:2]=[CH2:3].C([C:10]1[C:15]([OH:16])=[C:14](C(C)(C)C)[CH:13]=[C:12](C)[CH:11]=1)(C)(C)C>>[C:1]([O:5][CH2:14][CH:15]([OH:16])[CH2:10][O:16][C:15]1[CH:10]=[CH:11][CH:12]=[CH:13][CH:14]=1)(=[O:4])[CH:2]=[CH2:3]. Reported procedure: 3-Phenoxy-2-hydroxypropyl acrylate was prepared as described in Example 17 except that the acrylic acid was added over 1 hour at 100°, 2,6-di-tert. butyl-p-cresol was used in place of hydroquinone, and the mixture was heated for 4 hours at 100° after the acrylic acid had been added. Reactants: COC1=NC=C(C=C1)CCCOC1=C(C=C(C=C1C)C1=NOC(=N1)C(F)(F)F)C (2-methoxy-5-[3-[4-(5-trifluoromethyl-1,2,4-oxadiazol-3-yl)-2,6-dimethylphenoxy]-propyl]-pyridine), C[Si](C)(C)I (trimethylsilyl iodide). Run in ClCCCl (1,2-dichloroethane). Yields the product FC(C1=NC(=NO1)C1=CC(=C(OCCCC=2C=CC(NC2)=O)C(=C1)C)C)(F)F (5-[3-[4-(5-trifluoromethyl-1,2,4-oxadiazol-3-yl)-2,6-dimethylphenoxy]-propyl]-2(1H)-pyridone). Isolated yield 34.5%. RXN SMILES: C[O:2][C:3]1[CH:8]=[CH:7][C:6]([CH2:9][CH2:10][CH2:11][O:12][C:13]2[C:18]([CH3:19])=[CH:17][C:16]([C:20]3[N:24]=[C:23]([C:25]([F:28])([F:27])[F:26])[O:22][N:21]=3)=[CH:15][C:14]=2[CH3:29])=[CH:5][N:4]=1.C[Si](I)(C)C>ClCCCl>[F:28][C:25]([F:26])([F:27])[C:23]1[O:22][N:21]=[C:20]([C:16]2[CH:15]=[C:14]([CH3:29])[C:13]([O:12][CH2:11][CH2:10][CH2:9][C:6]3[CH:7]=[CH:8][C:3](=[O:2])[NH:4][CH:5]=3)=[C:18]([CH3:19])[CH:17]=2)[N:24]=1. Reported procedure: A solution of 3.0 g (7.36 mmol) of 2-methoxy-5-[3-[4-(5-trifluoromethyl-1,2,4-oxadiazol-3-yl)-2,6-dimethylphenoxy]-propyl]-pyridine and 3.6 ml (3.4 eq) of trimethylsilyl iodide in 60 ml of 1,2-dichloroethane was refluxed under nitrogen for 1 h. The above red solution was quenched with methanol, poured into water, and diluted with methylene chloride. The organic layer was washed with sodium bisulfite, dried over magnesium sulfate, and concentrated in vacuo. The residue was recrystallized from iso... The reactants are CC(C)N(CCCCOCC(=O)OC(C)(C)C)c1cnc(-c2ccccc2)c(-c2ccccc2)n1, CO, [Na+], [OH-]. The product is CC(C)N(CCCCOCC(=O)O)c1cnc(-c2ccccc2)c(-c2ccccc2)n1. RXN SMILES: [C:1]([CH3:2])([CH3:3])([CH3:4])[O:5][C:6]([CH2:7][O:8][CH2:9][CH2:10][CH2:11][CH2:12][N:13]([CH:14]([CH3:15])[CH3:16])[c:17]1[n:18][c:19](-[c:29]2[cH:30][cH:31][cH:32][cH:33][cH:34]2)[c:20](-[c:23]2[cH:24][cH:25][cH:26][cH:27][cH:28]2)[n:21][cH:22]1)=[O:35].[CH3:38][OH:39].[Na+:37].[OH-:36]>>[O:5]=[C:6]([CH2:7][O:8][CH2:9][CH2:10][CH2:11][CH2:12][N:13]([CH:14]([CH3:15])[CH3:16])[c:17]1[n:18][c:19](-[c:29]2[cH:30][cH:31][cH:32][cH:33][cH:34]2)[c:20](-[c:23]2[cH:24][cH:25][cH:26][cH:27][cH:28]2)[n:21][cH:22]1)[OH:35]. Starting materials: COC1=CC=C(C=C1)CCNC1=NC(=NC(=C1)C1=CC2=C(N(C=N2)C(C2=CC=CC=C2)(C2=CC=CC=C2)C2=CC=CC=C2)C=C1)OC ([2-(4-methoxy-phenyl)-ethyl]-[2-methoxy-6-(1-trityl-1H-benzoimidazol-5-yl)-pyrimidin-4-yl]-amine), COC1=CC=C(C=C1)CCNC1=NC(=NC(=C1)C1=CC2=C(N(C=N2)C(C2=CC=CC=C2)(C2=CC=CC=C2)C2=CC=CC=C2)C=C1)OC ([2-(4-methoxy-phenyl)-ethyl]-[2-methoxy-6-(1-trityl-1H-benzoimidazol-5-yl)-pyrimidin-4-yl]-amine), FC(C(=O)O)(F)F (trifluoroacetic acid), O (water), CO (MeOH). Solvent: C(Cl)Cl (DCM), C(Cl)Cl (DCM). Product: N1C=NC2=C1C=CC(=C2)C2=CC(=NC(=N2)OC)NCCC2=CC=C(C=C2)OC ([6-(1H-benzoimidazol-5-yl)-2-methoxy-pyrimidin-4-yl]-[2-(4-methoxy-phenyl)-ethyl]-amine). Yield: 49.4%. RXN SMILES: [CH3:1][O:2][C:3]1[CH:8]=[CH:7][C:6]([CH2:9][CH2:10][NH:11][C:12]2[CH:17]=[C:16]([C:18]3[CH:45]=[CH:44][C:21]4[N:22](C(C5C=CC=CC=5)(C5C=CC=CC=5)C5C=CC=CC=5)[CH:23]=[N:24][C:20]=4[CH:19]=3)[N:15]=[C:14]([O:46][CH3:47])[N:13]=2)=[CH:5][CH:4]=1.FC(F)(F)C(O)=O.O.CO>C(Cl)Cl>[NH:22]1[C:21]2[CH:44]=[CH:45][C:18]([C:16]3[N:15]=[C:14]([O:46][CH3:47])[N:13]=[C:12]([NH:11][CH2:10][CH2:9][C:6]4[CH:5]=[CH:4][C:3]([O:2][CH3:1])=[CH:8][CH:7]=4)[CH:17]=3)=[CH:19][C:20]=2[N:24]=[CH:23]1. Reported procedure: A mixture of [2-(4-methoxy-phenyl)-ethyl]-[2-methoxy-6-(1-trityl-1H-benzoimidazol-5-yl)-pyrimidin-4-yl]-amine [300 mg, 0.485 mmol, Intermediate (28)], DCM (5 mL), trifluoroacetic acid (2 mL) and water (5%) is stirred at ambient temperature. The reaction mixture is concentrated by rotary evaporator to remove the solvent. The residue is taken up in saturated sodium bicarbonate solution and this solution is extracted with ethyl acetate. The extract is dried over magnesium sulfate, filtered and conc... Reactants: BrC1=C2C=CC(=NC2=CC=C1)Cl (5-bromo-2-chloroquinoline), CC1=CC=C(O1)CN (5-methyl-2-furanmethanamine), COCCOC=1C=C(CN)C=CC1 (3-(2-methoxy-ethoxy)-benzylamine). Product: COCCOC=1C=C(CNC=2C=3C=CC(=NC3C=CC2)NCC=2OC(=CC2)C)C=CC1 (N5-[3-(2-Methoxy-ethoxy)-benzyl]-N2-(5-methyl-furan-2-ylmethyl)-quinoline-2,5-diamine). RXN SMILES: Br[C:2]1[CH:11]=[CH:10][CH:9]=[C:8]2[C:3]=1[CH:4]=[CH:5][C:6](Cl)=[N:7]2.[CH3:13][C:14]1[O:18][C:17]([CH2:19][NH2:20])=[CH:16][CH:15]=1.[CH3:21][O:22][CH2:23][CH2:24][O:25][C:26]1[CH:27]=[C:28]([CH:31]=[CH:32][CH:33]=1)[CH2:29][NH2:30]>>[CH3:21][O:22][CH2:23][CH2:24][O:25][C:26]1[CH:27]=[C:28]([CH:31]=[CH:32][CH:33]=1)[CH2:29][NH:30][C:2]1[C:3]2[CH:4]=[CH:5][C:6]([NH:20][CH2:19][C:17]3[O:18][C:14]([CH3:13])=[CH:15][CH:16]=3)=[N:7][C:8]=2[CH:9]=[CH:10][CH:11]=1. Procedure details: The title compound, MS: m/e=418.4 (M+H+), was prepared in accordance with the general method of example 1 from 5-bromo-2-chloroquinoline, 5-methyl-2-furanmethanamine and 3-(2-methoxy-ethoxy)-benzylamine. Yield: 46.0%. Product: C1=NC=CC=2C(=CC=CC12)S(=O)(=O)N[C@@H](CC1=CC=C(C=C1)O)C(=O)N1CCN(CC1)CCCC1=CC=CC=C1 (1-[N-(5-Isoquinolinesulfonyl)Tyrosyl]-4-(3-Phenylpropyl)Piperazine). Solvent: CO (methanol). Procedure: 216 mg of the amorphous compound obtained in Example 32 was dissolved in 3 ml of methanol, and to the solution was added 0.6 ml of 2N potassium hydroxide aqueous solution. The mixture was refluxed for 10 hours, and after the addition of 30 ml of saturated sodium chloride aqueous solution, extracted twice with 20 ml of a mixed solvent of chloroform/isopropanol (5:1). The extract was dried over magnesium sulfate and concentrated under a reduced pressure, and a resulting residue was applied to a si... As a reaction SMILES: [CH:1]1[C:10]2[CH:9]=[CH:8][CH:7]=[C:6]([S:11]([NH:14][C@H:15]([C:37]([N:39]3[CH2:44][CH2:43][N:42]([CH2:45][CH2:46][CH2:47][C:48]4[CH:53]=[CH:52][CH:51]=[CH:50][CH:49]=4)[CH2:41][CH2:40]3)=[O:38])[CH2:16][C:17]3[CH:22]=[CH:21][C:20]([O:23]S(C4C5C=CN=CC=5C=CC=4)(=O)=O)=[CH:19][CH:18]=3)(=[O:13])=[O:12])[C:5]=2[CH:4]=[CH:3][N:2]=1.[OH-].[K+].[Cl-].[Na+]>CO>[CH:1]1[C:10]2[CH:9]=[CH:8][CH:7]=[C:6]([S:11]([NH:14][C@H:15]([C:37]([N:39]3[CH2:44][CH2:43][N:42]([CH2:45][CH2:46][CH2:47][C:48]4[CH:49]=[CH:50][CH:51]=[CH:52][CH:53]=4)[CH2:41][CH2:40]3)=[O:38])[CH2:16][C:17]3[CH:22]=[CH:21][C:20]([OH:23])=[CH:19][CH:18]=3)(=[O:12])=[O:13])[C:5]=2[CH:4]=[CH:3][N:2]=1 |f:1.2,3.4|. The reactants are [OH-].[K+] (potassium hydroxide), C1=NC=CC=2C(=CC=CC12)S(=O)(=O)N[C@@H](CC1=CC=C(C=C1)OS(=O)(=O)C=1C=2C=CN=CC2C=CC1)C(=O)N1CCN(CC1)CCCC1=CC=CC=C1 (1-[N,O-Bis(5-Isoquinolinesulphonyl)Tyrosyl]-4-(3-Phenylpropyl)Piperazine), [Cl-].[Na+] (sodium chloride).